Dataset: the Open Reaction Database (ORD), a public repository of structured organic reaction records. Task: describe an organic reaction: reactants, conditions, products, and yield The reactants are CCOC(C)=O, COCC#Cc1ncccc1OC, [H][H]. Product: COCCCc1ncccc1OC. Reaction SMILES: [CH3:16][CH2:17][O:18][C:19]([CH3:20])=[O:21].[CH3:1][O:2][c:3]1[c:4]([C:9]#[C:10][CH2:11][O:12][CH3:13])[n:5][cH:6][cH:7][cH:8]1.[H:14][H:15]>>[CH3:1][O:2][c:3]1[c:4]([CH2:9][CH2:10][CH2:11][O:12][CH3:13])[n:5][cH:6][cH:7][cH:8]1. The reactants are 19.1, C1(=CC=CC=C1)NC(\C=C/C(=O)O)=O (N-phenyl maleic acid monoamide), CNC(=O)NC (N,N'-dimethyl urea), C1(=CC=CC=C1O)C (cresol). Conditions: temperature 165 celsius, time 2.5 hour. The product is CN1C(=O)N(C(=O)C1=CC(=O)NC1=CC=CC=C1)C (1,3-dimethyl-5-(phenylaminocarbonyl methylene)-hydantoin). As a reaction SMILES: [C:1]1([NH:7][C:8](=[O:14])/[CH:9]=[CH:10]\[C:11]([OH:13])=O)[CH:6]=[CH:5][CH:4]=[CH:3][CH:2]=1.[CH3:15][NH:16][C:17]([NH:19][CH3:20])=[O:18].C1(C)C(O)=CC=CC=1>>[CH3:15][N:16]1[C:10](=[CH:9][C:8]([NH:7][C:1]2[CH:2]=[CH:3][CH:4]=[CH:5][CH:6]=2)=[O:14])[C:11](=[O:13])[N:19]([CH3:20])[C:17]1=[O:18]. Procedure: A mixture of 19.1 parts of N-phenyl maleic acid monoamide 8.8 parts of N,N'-dimethyl urea and 100 parts of cresol is stirred for 2.5 hours at 165° C. The solvent is distilled off in vacuo and the residue fractionated. An oily liquid distills over at a boiling point of from 220° to 223° C./0.1 Torr and solidifies after a while. Recrystallisation from n-propanol gives the compound confirmed by IR- (bands characteristic of hydantoins at 1705 and 1765 cm-1 and of amide at 1690 cm-1) and NMR-spectra. Reactants: glycols, diols, methyl-substituted dicarbonic acids, C(C(C)O)O (1,2-propane diol), diols, CC(C(C)O)O (2,3-butane diol). Procedure: This can be accomplished by a partial replacement of the aforementioned diols by other diols such as 1,2-propane diol and 2,3-butane diol, or by using methyl-substituted dicarbonic acids. By using the aforementioned longer-chained glycols, such as 1,4-butane diol, 1,5-pentane diol and/or 1,6-hexane diol, elastomers of increased hydrolytic stability are obtained. As a reaction SMILES: [CH2:1]([OH:5])[CH:2]([OH:4])[CH3:3].[CH3:6][CH:7]([OH:11])[CH:8]([OH:10])[CH3:9]>>[CH2:1]([OH:5])[CH2:2][CH2:3][CH2:8][OH:10].[CH2:7]([OH:11])[CH2:8][CH2:9][CH2:1][CH2:2][OH:4].[CH2:1]([OH:5])[CH2:2][CH2:3][CH2:6][CH2:7][CH2:8][OH:10]. Yields the product C(CCCO)O (1,4-butane diol), C(CCCCO)O (1,5-pentane diol), C(CCCCCO)O (1,6-hexane diol). The reactants are O.NN (hydrazine hydrate), N1=CC=CC=C1 (pyridine), COC(COCC1=CC=C(C=C1)OC)=O ((4-methoxy-benzyloxy)-acetic acid methyl ester). Solvent: C(C)O (ethanol). The product is COC1=CC=C(COCC(=O)NN)C=C1 ((4-methoxy-benzyloxy)-acetic acid hydrazide). Isolated yield 79.7%. Reaction SMILES: O.[NH2:2][NH2:3].N1C=CC=CC=1.C[O:11][C:12](=O)[CH2:13][O:14][CH2:15][C:16]1[CH:21]=[CH:20][C:19]([O:22][CH3:23])=[CH:18][CH:17]=1>C(O)C>[CH3:23][O:22][C:19]1[CH:20]=[CH:21][C:16]([CH2:15][O:14][CH2:13][C:12]([NH:2][NH2:3])=[O:11])=[CH:17][CH:18]=1 |f:0.1|. Reported procedure: Add hydrazine hydrate (2.1 mL, 42.1 mmol) and pyridine (0.3 mL, 3.8 mmol) to a solution of (4-methoxy-benzyloxy)-acetic acid methyl ester (8.05 g, 38.3 mmol) in ethanol (100 mL, absolute). Heat the reaction to reflux under N2 overnight. Concentrate; add toluene and concentrate (2 times). Purify the residue by flash chromatography on silica gel eluting with 0-40% ACN/CH2Cl2 to afford the title compound (6.42 g, 80%) as clear oil. 1H NMR (400 MHz, DMSO) δ 3.73 (s, 3H); 3.84 (s, 2H); 4.24 (bs, 2H);... Reactants: OC1=C(C=CC(=C1)C(C(=O)O)C)C1=CC=CC=C1 (2-(2-hydroxy-4-biphenylyl) propionic acid), [N+](=[N-])=C (diazomethane). The product is OC1=C(C=CC(=C1)C(C(=O)OC)C)C1=CC=CC=C1 (methyl 2-(2-hydroxy-4-biphenylyl)propionate). As a reaction SMILES: [OH:1][C:2]1[CH:7]=[C:6]([CH:8]([CH3:12])[C:9]([OH:11])=[O:10])[CH:5]=[CH:4][C:3]=1[C:13]1[CH:18]=[CH:17][CH:16]=[CH:15][CH:14]=1.[N+](=[CH2:21])=[N-]>>[OH:1][C:2]1[CH:7]=[C:6]([CH:8]([CH3:12])[C:9]([O:11][CH3:21])=[O:10])[CH:5]=[CH:4][C:3]=1[C:13]1[CH:14]=[CH:15][CH:16]=[CH:17][CH:18]=1. Procedure details: An ethereal solution of 2-(2-hydroxy-4-biphenylyl) propionic acid was treated with excess diazomethane and the resulting mixture evaporated to dryness under reduced pressure. The resulting product was triturated with light petroleum, b.p. 40° - 60°C., collected by filtration and dried. The product was recrystallised twice from light petroleum (b.p. 80° - 100°C.) to give methyl 2-(2-hydroxy-4-biphenylyl)propionate, m.p. 105.5° - 107.5°C.